Task: describe an organic reaction: reactants, conditions, products, and yield. Dataset: the Open Reaction Database (ORD), a public repository of structured organic reaction records The reactants are C(C)N(CCNC(=O)C=1C(=NC(=NC1)C1=CC=CC=C1)Cl)CC (4-chloro-2-phenyl-pyrimidine-5-carboxylic acid (2-diethylamino-ethyl)-amide), S.[Na] (sodium hydrogen sulfide). Product: C(C)N(CCNC(=O)C=1C(=NC(=NC1)C1=CC=CC=C1)S)CC (4-Mercapto-2-phenyl-pyrimidine-5-carboxylic acid (2-diethylamino-ethyl)-amide). The yield is 63.6%. RXN SMILES: [CH2:1]([N:3]([CH2:22][CH3:23])[CH2:4][CH2:5][NH:6][C:7]([C:9]1[C:10](Cl)=[N:11][C:12]([C:15]2[CH:20]=[CH:19][CH:18]=[CH:17][CH:16]=2)=[N:13][CH:14]=1)=[O:8])[CH3:2].[SH2:24].[Na]>>[CH2:1]([N:3]([CH2:22][CH3:23])[CH2:4][CH2:5][NH:6][C:7]([C:9]1[C:10]([SH:24])=[N:11][C:12]([C:15]2[CH:20]=[CH:19][CH:18]=[CH:17][CH:16]=2)=[N:13][CH:14]=1)=[O:8])[CH3:2] |f:1.2,^1:24|. Procedure details: Using the procedure in Preparation 34, 6.4 g (0.02 mol) of 4-chloro-2-phenyl-pyrimidine-5-carboxylic acid (2-diethylamino-ethyl)-amide was reacted with 4.8 g (0.066 mol) of sodium hydrogen sulfide to afford 4.2 g of the title compound, mp 178°-180° C. The reactants are O=C1c2ccccc2C(=O)N1CCCBr, O=C([O-])[O-], CN(C)C=O, N#Cc1c(O)cccc1F, [K+], [K+], O. Product: N#Cc1c(F)cccc1OCCCN1C(=O)c2ccccc2C1=O. As a reaction SMILES: [Br:11][CH2:12][CH2:13][CH2:14][N:15]1[C:16](=[O:25])[c:17]2[cH:18][cH:19][cH:20][cH:21][c:22]2[C:23]1=[O:24].[C:26](=[O:27])([O-:28])[O-:29].[CH3:32][N:33]([CH3:34])[CH:35]=[O:36].[F:1][c:2]1[c:3]([C:4]#[N:5])[c:6]([OH:10])[cH:7][cH:8][cH:9]1.[K+:30].[K+:31].[OH2:37]>>[F:1][c:2]1[c:3]([C:4]#[N:5])[c:6]([O:10][CH2:12][CH2:13][CH2:14][N:15]2[C:16](=[O:25])[c:17]3[cH:18][cH:19][cH:20][cH:21][c:22]3[C:23]2=[O:24])[cH:7][cH:8][cH:9]1. Starting materials: BrC=1C=C(C=CC1)F (3-bromofluorobenzene), Grignard reagent, [Cl-].[NH4+] (ammonium chloride), [Mg] (magnesium), CN(C)C(C1C(CCCC1)=O)C1=CC=CC=C1 (2-(dimethylaminophenylmethyl)cyclohexanone), crude base. Run in CCOCC (ether), ethers, CCOCC (ether). Yields the product Cl.CN(C)C(C1C(CCCC1)(O)C1=CC(=CC=C1)F)C1=CC=CC=C1 (2-(dimethylaminophenyl-methyl)-1-(3-fluorophenyl)cyclohexanol, hydrochloride). Isolated yield 54.8%. As a reaction SMILES: [Mg].Br[C:3]1[CH:4]=[C:5]([F:9])[CH:6]=[CH:7][CH:8]=1.[CH3:10][N:11]([CH:13]([C:21]1[CH:26]=[CH:25][CH:24]=[CH:23][CH:22]=1)[CH:14]1[CH2:19][CH2:18][CH2:17][CH2:16][C:15]1=[O:20])[CH3:12].[Cl-:27].[NH4+]>CCOCC>[ClH:27].[CH3:12][N:11]([CH:13]([C:21]1[CH:22]=[CH:23][CH:24]=[CH:25][CH:26]=1)[CH:14]1[CH2:19][CH2:18][CH2:17][CH2:16][C:15]1([C:3]1[CH:8]=[CH:7][CH:6]=[C:5]([F:9])[CH:4]=1)[OH:20])[CH3:10] |f:3.4,6.7|. Reported procedure: 0.87 g (36.0 mmole) of magnesium turnings was stirred in 10 ml of ether of analysis purity. 4.02 ml (36.0 mmole) of 3-bromofluorobenzene dissolved in 30 ml of ether were added dropwise so that the reaction mixture boiled gently. After completion of the addition the mixture was stirred for a further hour at RT. 7.0 g (30 mmole) of the 2-(dimethylaminophenylmethyl)cyclohexanone prepared according to Example 1 were dissolved in 10 ml of ethers added dropwise to the Grignard reagent while cooling in... As a reaction SMILES: [CH3:30][CH2:31][O:32][CH2:33][CH3:34].[Cl-:28].[NH4+:29].[O:15]1[N:16]=[C:17]([C:21](=[O:22])[N:23]2[CH2:24][CH2:25][CH2:26][CH2:27]2)[O:18][CH2:19][CH2:20]1.[O:1]1[CH:2]([O:7][c:8]2[c:9]([Br:14])[cH:10][cH:11][cH:12][cH:13]2)[CH2:3][CH2:4][CH2:5][CH2:6]1.[O:35]1[CH2:36][CH2:37][CH2:38][CH2:39]1.[OH2:40]>>[O:1]1[CH:2]([O:7][c:8]2[c:9]([C:21]([C:17]3=[N:16][O:15][CH2:20][CH2:19][O:18]3)=[O:22])[cH:10][cH:11][cH:12][cH:13]2)[CH2:3][CH2:4][CH2:5][CH2:6]1. Product: O=C(C1=NOCCO1)c1ccccc1OC1CCCCO1. The reactants are CCOCC, [Cl-], [NH4+], O=C(C1=NOCCO1)N1CCCC1, Brc1ccccc1OC1CCCCO1, C1CCOC1, O.